This data is from the Open Reaction Database (ORD), a public repository of structured organic reaction records. The task is: describe an organic reaction: reactants, conditions, products, and yield The reactants are O (water), NCCCN1CCN(CC1)CCCN (1,4-bis(3-aminopropyl)piperazine), N1=CC=C(C2=CC=CC=C12)C=O (4-quinolinecarboxaldehyde), [BH4-].[Na+] (NaBH4). Run in C(C)O (ethanol), C(C)O (ethanol). Conditions: time 12 hour. The product is N1=CC=C(C2=CC=CC=C12)CNCCCN1CCN(CC1)CCCNCC1=CC=NC2=CC=CC=C12 (1,4-bis{3-[N-(quinol-4-ylmethyl)amino]propyl}piperazine). As a reaction SMILES: [NH2:1][CH2:2][CH2:3][CH2:4][N:5]1[CH2:10][CH2:9][N:8]([CH2:11][CH2:12][CH2:13][NH2:14])[CH2:7][CH2:6]1.[N:15]1[C:24]2[C:19](=[CH:20][CH:21]=[CH:22][CH:23]=2)[C:18]([CH:25]=O)=[CH:17][CH:16]=1.[BH4-].[Na+].O>C(O)C>[N:15]1[C:24]2[C:19](=[CH:20][CH:21]=[CH:22][CH:23]=2)[C:18]([CH2:25][NH:14][CH2:13][CH2:12][CH2:11][N:8]2[CH2:7][CH2:6][N:5]([CH2:4][CH2:3][CH2:2][NH:1][CH2:25][C:18]3[C:19]4[C:24](=[CH:23][CH:22]=[CH:21][CH:20]=4)[N:15]=[CH:16][CH:17]=3)[CH2:10][CH2:9]2)=[CH:17][CH:16]=1 |f:2.3|. Reported procedure: To a solution of 1,4-bis(3-aminopropyl)piperazine (0.51 mL, 2.5 mmol) and 4-quinolinecarboxaldehyde (824 mg, 5.24 mmol) in absolute ethanol (20 mL), 3 Å molecular sieves are added. After stirring the mixture at room temperature for 12 h, NaBH4 (1.9 g, 249.92 mmol) was added portionwise and the mixture was stirred for 12 h at room temperature. The reaction was quentched by dropwise addition of water (20 mL) and ethanol was removed under reduced pressure. The aqueous residue was extracted with CH2... The reactants are C1=CC=CC=2C3=CC=CC=C3C(C12)C(=O)O (9-fluorenecarboxylic acid), C(C(=O)Cl)(=O)Cl (oxalyl chloride), N (ammonia). As a reaction SMILES: [CH:1]1[C:13]2[CH:12]([C:14]([OH:16])=O)[C:11]3[C:6](=[CH:7][CH:8]=[CH:9][CH:10]=3)[C:5]=2[CH:4]=[CH:3][CH:2]=1.C(Cl)(=O)C(Cl)=O.[NH3:23]>C1(C)C=CC=CC=1.CCOCC>[CH:1]1[C:13]2[CH:12]([C:14]([NH2:23])=[O:16])[C:11]3[C:6](=[CH:7][CH:8]=[CH:9][CH:10]=3)[C:5]=2[CH:4]=[CH:3][CH:2]=1. Procedure details: The compound was prepared substantially in accordance with the procedure detailed in Example 21A, using 9-fluorenecarboxylic acid (6.00 g, 28.5 mmol) and oxalyl chloride (3.5 ml, 39.9 mmol) in 30 ml of toluene to provide a clear oil that was dissolved in Et2O and treated with ammonia. Solvent: C1(=CC=CC=C1)C (toluene), CCOCC (Et2O). Product: C1=CC=CC=2C3=CC=CC=C3C(C12)C(=O)N (9-Fluorene carboxamide). Starting materials: O=C1NCCn2c1c(-c1ccccc1)c1cc(Cl)ccc12, ClCCN1CCCC1, [H-], [Na+], CN(C)C=O, O. Product: O=C1c2c(-c3ccccc3)c3cc(Cl)ccc3n2CCN1CCN1CCCC1. Reaction SMILES: [Cl:1][c:2]1[cH:3][c:4]2[c:5](-[c:16]3[cH:17][cH:18][cH:19][cH:20][cH:21]3)[c:6]3[n:7]([c:8]2[cH:9][cH:10]1)[CH2:11][CH2:12][NH:13][C:14]3=[O:15].[Cl:24][CH2:25][CH2:26][N:27]1[CH2:28][CH2:29][CH2:30][CH2:31]1.[H-:22].[Na+:23].[O:33]=[CH:34][N:35]([CH3:36])[CH3:37].[OH2:32]>>[Cl:1][c:2]1[cH:3][c:4]2[c:5](-[c:16]3[cH:17][cH:18][cH:19][cH:20][cH:21]3)[c:6]3[n:7]([c:8]2[cH:9][cH:10]1)[CH2:11][CH2:12][N:13]([CH2:25][CH2:26][N:27]1[CH2:28][CH2:29][CH2:30][CH2:31]1)[C:14]3=[O:15]. Procedure details: A solution of (6R,7R)-7-[Z-2-(fur-2-yl)-2-methoxyiminoacetamido]-3-hydroxymethyl-ceph-3-em-4-carboxylic acid (3.84 g) in dioxan (35 ml) was added to the above isocyanate solution at ca 25°. The reaction and work up was similar to that described in Example 8, except that the product was not triturated with ether, and yielded the title compound as a pale yellow solid, (3.28 g, 77%) m.p. (M802)179°; [α]D22 +54.4° (c.1.0, DMSO). Run in O1CCOCC1 (dioxan). The reactants are O1C(=CC=C1)/C(/C(=O)N[C@H]1[C@@H]2N(C(=C(CS2)CO)C(=O)O)C1=O)=N/OC ((6R,7R)-7-[Z-2-(fur-2-yl)-2-methoxyiminoacetamido]-3-hydroxymethyl-ceph-3-em-4-carboxylic acid), [N-]=C=O (isocyanate). Reaction SMILES: [O:1]1[CH:5]=[CH:4][CH:3]=[C:2]1/[C:6](=[N:24]/[O:25][CH3:26])/[C:7]([NH:9][C@@H:10]1[C:22](=[O:23])[N:12]2[C:13]([C:19]([OH:21])=[O:20])=[C:14]([CH2:17][OH:18])[CH2:15][S:16][C@H:11]12)=[O:8].[N-:27]=[C:28]=[O:29]>O1CCOCC1>[CH3:26][O:25]/[N:24]=[C:6](\[C:7]([NH:9][C@@H:10]1[C:22](=[O:23])[N:12]2[C:13]([C:19]([OH:21])=[O:20])=[C:14]([CH2:17][O:18][C:28]([NH2:27])=[O:29])[CH2:15][S:16][C@H:11]12)=[O:8])/[C:2]1[O:1][CH:5]=[CH:4][CH:3]=1. Product: CO/N=C(/C1=CC=CO1)\C(=O)N[C@H]2[C@@H]3N(C2=O)C(=C(CS3)COC(=O)N)C(=O)O (Cefuroxime). The yield is 77.0%. Starting materials: BrC=1C=CC=2N(C1)C(=CN2)C(=O)NC2=C(C=CC(=C2)C(NO)=N)C (6-bromo-N-(5-(N-hydroxycarbamimidoyl)-2-methylphenyl)imidazo[1,2-a]pyridine-3-carboxamide), O.[OH-].[Li+] (lithium hydroxide monohydrate), C(=O)(C=1NC=CN1)C=1NC=CN1 (Carbonyl diimidazole), C(C)(=O)OCC(=O)O (2-acetoxyacetic acid). The solvent is CN1CCCC1=O (NMP), C1CCOC1.CO.O (THF MeOH H2O). Reaction conditions: temperature 125 celsius, time 30 minute. Product: BrC=1C=CC=2N(C1)C(=CN2)C(=O)NC2=C(C=CC(=C2)C2=NOC(=N2)CO)C (6-bromo-N-(5-(5-(hydroxymethyl)-1,2,4-oxadiazol-3-yl)-2-methylphenyl)imidazo[1,2-a]pyridine-3-carboxamide). As a reaction SMILES: C(C1NC=CN=1)(C1NC=CN=1)=O.C([O:16][CH2:17][C:18]([OH:20])=O)(=O)C.[Br:21][C:22]1[CH:23]=[CH:24][C:25]2[N:26]([C:28]([C:31]([NH:33][C:34]3[CH:39]=[C:38]([C:40](=[NH:43])[NH:41]O)[CH:37]=[CH:36][C:35]=3[CH3:44])=[O:32])=[CH:29][N:30]=2)[CH:27]=1.O.[OH-].[Li+]>CN1C(=O)CCC1.C1COCC1.CO.O>[Br:21][C:22]1[CH:23]=[CH:24][C:25]2[N:26]([C:28]([C:31]([NH:33][C:34]3[CH:39]=[C:38]([C:40]4[N:41]=[C:18]([CH2:17][OH:16])[O:20][N:43]=4)[CH:37]=[CH:36][C:35]=3[CH3:44])=[O:32])=[CH:29][N:30]=2)[CH:27]=1 |f:3.4.5,7.8.9|. Procedure: Carbonyl diimidazole (CDI) (2.3 g, 14.24 mmol) was added to a stirred solution of 2-acetoxyacetic acid (1.68 g, 14.24 mmol) in NMP (10 mL). After 30 minutes, 6-bromo-N-(5-(N-hydroxycarbamimidoyl)-2-methylphenyl)imidazo[1,2-a]pyridine-3-carboxamide (50f) (1.38 g, 3.56 mmol) was added in one portion and the resulting solution was stirred for 30 minutes before it was heated at 125° C. for 15 minutes in a microwave reactor. The reaction solution was subjected to standard aqueous work up to afford a ... Starting materials: Nc1ccccc1Br, CC(=O)OC(C)=O, O=CO, C1CCOC1. RXN SMILES: [Br:11][c:12]1[c:13]([NH2:14])[cH:15][cH:16][cH:17][cH:18]1.[CH3:1][C:2]([O:3][C:5]([CH3:4])=[O:7])=[O:6].[CH:8]([OH:9])=[O:10].[O:19]1[CH2:20][CH2:21][CH2:22][CH2:23]1>>[CH:5](=[O:7])[NH:14][c:13]1[c:12]([Br:11])[cH:18][cH:17][cH:16][cH:15]1. The product is O=CNc1ccccc1Br. The reactants are azodicarboxylic dipiperidide, COC([C@H](CC1=CC=C(C=C1)O)NC1=C(C=CC=C1)OC(C1=CC=CC=C1)=O)=O ((S)-2-(2-benzoyloxy-phenylamino)-3-(4-hydroxyphenyl)-propionic acid methyl ester), C1=C(C=CC=2C3=CC=CC=C3CC12)/C=C/CO ((E)-3-(9H-fluoren-2-yl)-prop-2-en-1-ol), C(CCC)P(CCCC)CCCC (tributylphosphine), C1CCOC1 (THF). Yields the product COC([C@H](CC1=CC=C(C=C1)OC\C=C\C1=CC=2CC3=CC=CC=C3C2C=C1)NC1=C(C=CC=C1)C(C1=CC=CC=C1)=O)=O ((E)-(S)-2-(2-Benzoyl-phenylamino)-3-{4-[3-(9H-fluoren-2-yl)-allyloxy]-phenyl}-propionic acid methyl ester). The yield is 57.0%. Reaction SMILES: [CH3:1][O:2][C:3](=[O:29])[C@@H:4]([NH:13][C:14]1[CH:19]=[CH:18][CH:17]=[CH:16][C:15]=1OC(=O)C1C=CC=CC=1)[CH2:5][C:6]1[CH:11]=[CH:10][C:9]([OH:12])=[CH:8][CH:7]=1.[CH:30]1[C:42]2[CH2:41][C:40]3[C:35](=[CH:36][CH:37]=[CH:38][CH:39]=3)[C:34]=2[CH:33]=[CH:32][C:31]=1/[CH:43]=[CH:44]/[CH2:45]O.[CH2:47](P(CCCC)CCCC)[CH2:48][CH2:49]C.[CH2:60]1[CH2:64][O:63][CH2:62][CH2:61]1>>[CH3:1][O:2][C:3](=[O:29])[C@@H:4]([NH:13][C:14]1[CH:19]=[CH:18][CH:17]=[CH:16][C:15]=1[C:62](=[O:63])[C:61]1[CH:60]=[CH:64][CH:49]=[CH:48][CH:47]=1)[CH2:5][C:6]1[CH:7]=[CH:8][C:9]([O:12][CH2:45]/[CH:44]=[CH:43]/[C:31]2[CH:32]=[CH:33][C:34]3[C:35]4[C:40](=[CH:39][CH:38]=[CH:37][CH:36]=4)[CH2:41][C:42]=3[CH:30]=2)=[CH:10][CH:11]=1. Procedure details: Under an atmosphere of nitrogen, azodicarboxylic dipiperidide (1.21 g, 6.0 mmol) was added at 0–5° C. to a stirred solution of (S)-2-(2-benzoyloxy-phenylamino)-3-(4-hydroxyphenyl)-propionic acid methyl ester (1.13 g, 3.0 mmol), (E)-3-(9H-fluoren-2-yl)-prop-2-en-1-ol (670 mg, 3.0 mmol) and tributylphosphine (1.5 g, 6.0 mmol) in dry THF (100 ml). The mixture was stirred over night. The reaction mixture was concentrated in vacuo, diluted with water and the product extracted with ethyl acetate. The ... The reactants are ClC1=C(C=CC=C1)C=1OC2=C(N1)C=CC(=C2)C(C(=O)OCC)C (ethyl 2-(2-o-chlorophenyl-6-benzoxazolyl)propionate), ( a ). Solvent: [OH-].[Na+] (sodium hydroxide). Product: ClC1=C(C=CC=C1)C=1OC2=C(N1)C=CC(=C2)C(C(=O)O)C (2-(2-o-chlorophenyl-6-benzoxazolyl)-propionic acid). Reaction SMILES: [Cl:1][C:2]1[CH:7]=[CH:6][CH:5]=[CH:4][C:3]=1[C:8]1[O:9][C:10]2[CH:16]=[C:15]([CH:17]([CH3:23])[C:18]([O:20]CC)=[O:19])[CH:14]=[CH:13][C:11]=2[N:12]=1>[OH-].[Na+]>[Cl:1][C:2]1[CH:7]=[CH:6][CH:5]=[CH:4][C:3]=1[C:8]1[O:9][C:10]2[CH:16]=[C:15]([CH:17]([CH3:23])[C:18]([OH:20])=[O:19])[CH:14]=[CH:13][C:11]=2[N:12]=1 |f:1.2|. Procedure details: The ethyl 2-(2-o-chlorophenyl-6-benzoxazolyl)propionate from (a) was stirred with sodium hydroxide solution (50 ml.). After 11/2 hours the solution was evaporated to dryness. Acidification and re-crystallisation from ether gave 2-(2-o-chlorophenyl-6-benzoxazolyl)-propionic acid, m.p. 108°- 110°C. The reactants are O=C([O-])[O-], CS(C)=O, Clc1ncc(Br)cn1, [Cs+], [Cs+], OCc1cccc(O)c1. Yields the product OCc1cccc(Oc2ncc(Br)cn2)c1. As a reaction SMILES: [C:18](=[O:19])([O-:20])[O-:21].[CH3:24][S:25]([CH3:26])=[O:27].[Cl:10][c:11]1[n:12][cH:13][c:14]([Br:17])[cH:15][n:16]1.[Cs+:22].[Cs+:23].[OH:1][CH2:2][c:3]1[cH:4][cH:5][cH:6][c:7]([OH:8])[cH:9]1>>[OH:1][CH2:2][c:3]1[cH:4][cH:5][cH:6][c:7]([O:8][c:11]2[n:12][cH:13][c:14]([Br:17])[cH:15][n:16]2)[cH:9]1. Starting materials: S(=O)=O (sulfur dioxide), Cl (HCl), BrC=1C=C(C=CC1F)N (3-bromo-4-fluoro-phenylamine), C(C)(C)(C)O[N+](=O)[O-] (tert-butylnitrate). Reagents/catalysts: [Cu](Cl)Cl (copper(II) chloride). Solvent: C(Cl)Cl.CO (DCM MeOH), C(Cl)Cl.CO (DCM MeOH). Reaction conditions: temperature -5 celsius, time 15 minute. The product is BrC=1C=C(C=CC1F)S(=O)(=O)Cl (3-Bromo-4-fluoro-benzenesulfonyl chloride). Isolated yield 59.0%. As a reaction SMILES: [ClH:1].[Br:2][C:3]1[CH:4]=[C:5](N)[CH:6]=[CH:7][C:8]=1[F:9].C(O[N+]([O-])=O)(C)(C)C.[S:19](=[O:21])=[O:20]>C(Cl)Cl.CO.[Cu](Cl)Cl>[Br:2][C:3]1[CH:4]=[C:5]([S:19]([Cl:1])(=[O:21])=[O:20])[CH:6]=[CH:7][C:8]=1[F:9] |f:4.5|. Reported procedure: Concentrated HCl (1.93 mL, 23.16 mmol) was added to a solution of 3-bromo-4-fluoro-phenylamine ((Example 265: part a) 2.2 g, 11.58 mmol) in 18 mL of 2:1 DCM/MeOH. A precipitate appeared and another 9 mL of 2:1 DCM/MeOH was added. The solution was cooled to −5° C. and tert-butylnitrate (2.71 mL, 23.16 mmol) was added dropwise over 8 min. After stirring for 15 min, sulfur dioxide (˜5 mL) was condensed into the reaction, followed by addition of copper(II) chloride (592 mg, 3.47 mmol) (gas evolution...